Dataset: the Open Reaction Database (ORD), a public repository of structured organic reaction records. Task: describe an organic reaction: reactants, conditions, products, and yield Reactants: COC=1C(=C(C2=C(CCC(O2)(C)CC(=O)O)C1C)C)C ((3,4-dihydro-6-methoxy-2,5,7,8-tetramethyl-2H-benzopyran-2-yl)acetic acid), resultant mixture, NC(=N)N (guanidine), S(=O)(Cl)Cl (thionyl chloride), C1=CC=CC=C1 (benzene). Reagents/catalysts: CN(C=O)C (N,N-dimethylformamide). The solvent is O (water), O1CCOCC1 (dioxane), C(C)O (ethanol). Yields the product COC=1C(=C(C2=C(CCC(O2)(C)N(C(=N)N)C(C)=O)C1C)C)C (N-(3,4-dihydro-6-methoxy-2,5,7,8-tetramethyl-2H-benzopyran-2-yl)-acetylguanidine). RXN SMILES: [CH3:1][O:2][C:3]1[C:4]([CH3:20])=[C:5]([CH3:19])[C:6]2[O:11][C:10]([CH2:13]C(O)=O)(C)[CH2:9][CH2:8][C:7]=2[C:17]=1[CH3:18].S(Cl)(Cl)=[O:22].[CH:25]1[CH:30]=CC=CC=1.[NH2:31][C:32]([NH2:34])=[NH:33]>CN(C)C=O.O.O1CCOCC1.C(O)C>[CH3:1][O:2][C:3]1[C:4]([CH3:20])=[C:5]([CH3:19])[C:6]2[O:11][C:10]([N:33]([C:30](=[O:22])[CH3:25])[C:32]([NH2:34])=[NH:31])([CH3:13])[CH2:9][CH2:8][C:7]=2[C:17]=1[CH3:18]. Reported procedure: To a solution composed of 8.82 g (31.7 mmol) of (3,4-dihydro-6-methoxy-2,5,7,8-tetramethyl-2H-benzopyran-2-yl)acetic acid, 5.66 g of thionyl chloride and 20 ml of benzene was added 2 drops of N,N-dimethylformamide, and the mixture was refluxed for 2 hours. Low-boiling substances were distilled off from the reaction mixture under reduced pressure. The residue was dissolved in 20 ml of dioxane and the solution was added dropwise to a solution composed of 65 millimoles of guanidine, 7.5 ml of ethan... Starting materials: C=O (formaldehyde), C(#N)[BH3-].[Na+] (sodium cyanoborohydride), ice, NC1=NC=CC=C1 (2-aminopyridine), O (water). Run in C(C)(=O)O (acetic acid), C(C)#N (acetonitrile). Reaction conditions: temperature 0 celsius, time 10 minute. The product is CN(C1=NC=CC=C1)C (Dimethyl-pyridin-2-yl-amine). Isolated yield 55.0%. As a reaction SMILES: N[C:2]1[CH:7]=[CH:6][CH:5]=[CH:4][N:3]=1.O.[CH2:9]=O.[C:11]([BH3-])#[N:12].[Na+]>C(#N)C.C(O)(=O)C>[CH3:9][N:12]([CH3:11])[C:2]1[CH:7]=[CH:6][CH:5]=[CH:4][N:3]=1 |f:3.4|. Procedure: To an ice-cold solution of 2-aminopyridine (5.0 g, 53.12 mmol) in acetonitrile (150.0 mL) was added sequentially water (33.0 mL) followed by formaldehyde (37% aq. solution, 50.0 mL) and sodium cyanoborohydride (10.0 g, 159.13 mmol). The resulting reaction mixture was stirred at 0° C. for 10 min followed by drop wise addition of acetic acid (12.0 mL). The reaction mixture was then allowed to stir at room temperature for 15 h. After the completion of the reaction (TLC monitoring), the solvent was ... Reactants: CCCCCc1ccc(-c2ccc(Br)cc2F)cc1, COC(C)(C)C, CCCCCCc1ccc(OB(O)O)s1, C1CCOC1, [Na+], [Na], O, O=C([O-])O, c1ccc(P(c2ccccc2)(c2ccccc2)[Pd](P(c2ccccc2)(c2ccccc2)c2ccccc2)(P(c2ccccc2)(c2ccccc2)c2ccccc2)P(c2ccccc2)(c2ccccc2)c2ccccc2)cc1. Yields the product CCCCCCc1ccc(-c2ccc(-c3ccc(CCCCC)cc3)c(F)c2)s1. As a reaction SMILES: [Br:17][c:18]1[cH:19][c:20]([F:35])[c:21](-[c:24]2[cH:25][cH:26][c:27]([CH2:30][CH2:31][CH2:32][CH2:33][CH3:34])[cH:28][cH:29]2)[cH:22][cH:23]1.[C:47]([O:48][CH3:49])([CH3:50])([CH3:51])[CH3:52].[CH2:2]([CH2:3][CH2:4][CH2:5][CH2:6][CH3:7])[c:8]1[cH:9][cH:10][c:11]([O:13][B:14]([OH:15])[OH:16])[s:12]1.[CH2:41]1[O:42][CH2:43][CH2:44][CH2:45]1.[Na+:36].[Na:1].[OH2:46].[OH:37][C:38](=[O:39])[O-:40].[cH:53]1[cH:54][cH:55][c:56]([P:57]([Pd:58]([P:59]([c:60]2[cH:61][cH:62][cH:63][cH:64][cH:65]2)([c:66]2[cH:67][cH:68][cH:69][cH:70][cH:71]2)[c:72]2[cH:73][cH:74][cH:75][cH:76][cH:77]2)([P:78]([c:79]2[cH:80][cH:81][cH:82][cH:83][cH:84]2)([c:85]2[cH:86][cH:87][cH:88][cH:89][cH:90]2)[c:91]2[cH:92][cH:93][cH:94][cH:95][cH:96]2)[P:97]([c:98]2[cH:99][cH:100][cH:101][cH:102][cH:103]2)([c:104]2[cH:105][cH:106][cH:107][cH:108][cH:109]2)[c:110]2[cH:111][cH:112][cH:113][cH:114][cH:115]2)([c:116]2[cH:117][cH:118][cH:119][cH:120][cH:121]2)[c:122]2[cH:123][cH:124][cH:125][cH:126][cH:127]2)[cH:128][cH:129]1>>[CH2:2]([CH2:3][CH2:4][CH2:5][CH2:6][CH3:7])[c:8]1[cH:9][cH:10][c:11](-[c:18]2[cH:19][c:20]([F:35])[c:21](-[c:24]3[cH:25][cH:26][c:27]([CH2:30][CH2:31][CH2:32][CH2:33][CH3:34])[cH:28][cH:29]3)[cH:22][cH:23]2)[s:12]1.